The task is: describe an organic reaction: reactants, conditions, products, and yield. This data is from the Open Reaction Database (ORD), a public repository of structured organic reaction records. Reactants: FC1=CC=C(CN2C3=CC=CC=C3C=3C(=CC=C(C23)OC)C(=O)OC2=CC=C(C=C2)[N+](=O)[O-])C=C1 (4-Nitrophenyl 9-(4-fluoro benzyl)-1-methoxy-9H-4-carbazole carboxylate), ClC=1C=NC=C(C1N)Cl (3,5dichloro-4-amino pyridine), Cl (HCl), [H-].[Na+] (sodium hydride). Solvent: CN(C)C=O (DMF), O (water). Conditions: time 2 hour. The product is ClC=1C=NC=C(C1NC(=O)C1=CC=C(C=2N(C3=CC=CC=C3C12)CC1=CC=C(C=C1)F)OC)Cl (N4-(3,5-dichloro-4-pyridyl)-9-(4-fluorobenzyl)-1-methoxy-9H-4-carbazole carboxamide). Yield: 28.6%. Reaction SMILES: [F:1][C:2]1[CH:35]=[CH:34][C:5]([CH2:6][N:7]2[C:19]3[C:18]([O:20][CH3:21])=[CH:17][CH:16]=[C:15]([C:22]([O:24]C4C=CC([N+]([O-])=O)=CC=4)=O)[C:14]=3[C:13]3[C:8]2=[CH:9][CH:10]=[CH:11][CH:12]=3)=[CH:4][CH:3]=1.[Cl:36][C:37]1[CH:38]=[N:39][CH:40]=[C:41]([Cl:44])[C:42]=1[NH2:43].[H-].[Na+].Cl>CN(C=O)C.O>[Cl:36][C:37]1[CH:38]=[N:39][CH:40]=[C:41]([Cl:44])[C:42]=1[NH:43][C:22]([C:15]1[C:14]2[C:13]3[C:8](=[CH:9][CH:10]=[CH:11][CH:12]=3)[N:7]([CH2:6][C:5]3[CH:34]=[CH:35][C:2]([F:1])=[CH:3][CH:4]=3)[C:19]=2[C:18]([O:20][CH3:21])=[CH:17][CH:16]=1)=[O:24] |f:2.3|. Reported procedure: To a solution of 4-Nitrophenyl 9-(4-fluoro benzyl)-1-methoxy-9H-4-carbazole carboxylate (50 mg, 0.106 mmoles) in dry DMF (4 ml) under nitrogen atmosphere, 3,5dichloro-4-amino pyridine (17.34 mg, 0.106 mmoles) was added followed by sodium hydride (60% suspension, 8.5 mg, 0.212 mmoles) and the reaction mixture was stirred at room temperature for two hours. Ice pieces were added to the reaction mixture, diluted with water (15 ml) and neutralized with 1N HCl. The precipitated product was filtered, w... The reactants are C(C)(=O)C1=C(C(=C2N1CCN(C2=O)C)OCC2=CC=CC=C2)C(=O)OCC (ethyl 6-acetyl-8-(benzyloxy)-2-methyl-1-oxo-1,2,3,4-tetrahydro-pyrrolo[1,2-a]-pyrazine-7-carboxylate), FC1=CC=C(CNN)C=C1 (4-fluorobenzyl hydrazine). Reagents/catalysts: C(C)(=O)O (acetic acid). Run in C1(=CC=CC=C1)C (toluene). Reaction conditions: temperature 120 celsius. The product is C(C1=CC=CC=C1)OC1=C2N(C=3C(=NN(C(C31)=O)CC3=CC=C(C=C3)F)C)CCN(C2=O)C (10-(Benzyloxy)-2-(4-fluorobenzyl)-4,8-dimethyl-7,8-dihydropyrazino-[1′,2′:1,5]pyrrolo-[2,3-d]pyridazine-1,9(2H,6H)-dione). RXN SMILES: [C:1]([C:4]1[N:8]2[CH2:9][CH2:10][N:11]([CH3:14])[C:12](=[O:13])[C:7]2=[C:6]([O:15][CH2:16][C:17]2[CH:22]=[CH:21][CH:20]=[CH:19][CH:18]=2)[C:5]=1[C:23](OCC)=[O:24])(=O)[CH3:2].[F:28][C:29]1[CH:37]=[CH:36][C:32]([CH2:33][NH:34][NH2:35])=[CH:31][CH:30]=1>C(O)(=O)C.C1(C)C=CC=CC=1>[CH2:16]([O:15][C:6]1[C:5]2[C:23](=[O:24])[N:34]([CH2:33][C:32]3[CH:36]=[CH:37][C:29]([F:28])=[CH:30][CH:31]=3)[N:35]=[C:1]([CH3:2])[C:4]=2[N:8]2[CH2:9][CH2:10][N:11]([CH3:14])[C:12](=[O:13])[C:7]=12)[C:17]1[CH:22]=[CH:21][CH:20]=[CH:19][CH:18]=1. Reported procedure: A mixture of ethyl 6-acetyl-8-(benzyloxy)-2-methyl-1-oxo-1,2,3,4-tetrahydro-pyrrolo[1,2-a]-pyrazine-7-carboxylate (65 mg, 0.18 mmol) and 4-fluorobenzyl hydrazine (0.12 g, 0.88 mmol), and acetic acid (3 drops) in toluene (40 mL) was heated in a sealed tube at 120° C. overnight. The reaction mixture was concentrated under vacuum, and the residue was subjected to column chromatography on silica gel eluted with 1-5% methanol in ethyl acetate gradient to provide titled product. Starting materials: CC(C)N1CCN(c2ccc(Nc3nc(Cl)ncc3Cl)c3c2CN(C)C3=O)CC1, COc1cc2c(cc1N)CCN(CC(=O)N(C)C)CC2. Product: COc1cc2c(cc1Nc1ncc(Cl)c(Nc3ccc(N4CCN(C(C)C)CC4)c4c3C(=O)N(C)C4)n1)CCN(CC(=O)N(C)C)CC2. RXN SMILES: [Cl:21][c:22]1[n:23][cH:24][c:25]([Cl:49])[c:26]([NH:28][c:29]2[cH:30][cH:31][c:32]([N:40]3[CH2:41][CH2:42][N:43]([CH:46]([CH3:47])[CH3:48])[CH2:44][CH2:45]3)[c:33]3[c:37]2[C:36](=[O:38])[N:35]([CH3:39])[CH2:34]3)[n:27]1.[NH2:1][c:2]1[cH:3][c:4]2[c:5]([cH:17][c:18]1[O:19][CH3:20])[CH2:6][CH2:7][N:8]([CH2:11][C:12](=[O:13])[N:14]([CH3:15])[CH3:16])[CH2:9][CH2:10]2>>[NH:1]([c:2]1[cH:3][c:4]2[c:5]([cH:17][c:18]1[O:19][CH3:20])[CH2:6][CH2:7][N:8]([CH2:11][C:12](=[O:13])[N:14]([CH3:15])[CH3:16])[CH2:9][CH2:10]2)[c:22]1[n:23][cH:24][c:25]([Cl:49])[c:26]([NH:28][c:29]2[cH:30][cH:31][c:32]([N:40]3[CH2:41][CH2:42][N:43]([CH:46]([CH3:47])[CH3:48])[CH2:44][CH2:45]3)[c:33]3[c:37]2[C:36](=[O:38])[N:35]([CH3:39])[CH2:34]3)[n:27]1. Starting materials: CC(CC1=C(C=CC(=N1)COC1=CC(=NC(=N1)C)C=CC(=O)O)C1=C(C=CC(=C1)OC)F)(C)C (3-(6-((6-(2,2-dimethylpropyl)-5-(2-fluoro-5-methoxyphenyl)pyridin-2-yl)methoxy)-2-methylpyrimidin-4-yl)acrylic acid). Reagents/catalysts: [Pd] (palladium-activated carbon). The solvent is C1CCOC1 (THF), C(C)(=O)OCC (ethyl acetate). Run at time 2 hour. The product is CC(CC1=C(C=CC(=N1)COC1=CC(=NC(=N1)C)CCC(=O)O)C1=C(C=CC(=C1)OC)F)(C)C (3-(6-((6-(2,2-dimethylpropyl)-5-(2-fluoro-5-methoxyphenyl)pyridin-2-yl)methoxy)-2-methylpyrimidin-4-yl)propanoic acid). Isolated yield 46.2%. RXN SMILES: [CH3:1][C:2]([CH3:34])([CH3:33])[CH2:3][C:4]1[N:9]=[C:8]([CH2:10][O:11][C:12]2[N:17]=[C:16]([CH3:18])[N:15]=[C:14]([CH:19]=[CH:20][C:21]([OH:23])=[O:22])[CH:13]=2)[CH:7]=[CH:6][C:5]=1[C:24]1[CH:29]=[C:28]([O:30][CH3:31])[CH:27]=[CH:26][C:25]=1[F:32]>C1COCC1.C(OCC)(=O)C.[Pd]>[CH3:1][C:2]([CH3:34])([CH3:33])[CH2:3][C:4]1[N:9]=[C:8]([CH2:10][O:11][C:12]2[N:17]=[C:16]([CH3:18])[N:15]=[C:14]([CH2:19][CH2:20][C:21]([OH:23])=[O:22])[CH:13]=2)[CH:7]=[CH:6][C:5]=1[C:24]1[CH:29]=[C:28]([O:30][CH3:31])[CH:27]=[CH:26][C:25]=1[F:32]. Reported procedure: To a solution of 3-(6-((6-(2,2-dimethylpropyl)-5-(2-fluoro-5-methoxyphenyl)pyridin-2-yl)methoxy)-2-methylpyrimidin-4-yl)acrylic acid (330 mg) in THF (5.0 mL) and ethyl acetate (5.0 mL) was added 10% palladium-activated carbon (30 mg), and the mixture was stirred under a hydrogen atmosphere at room temperature for 2 hr. The reaction mixture was filtered, and the filtrate was concentrated under reduced pressure. The residue was purified by preparative HPLC to give the title compound (153 mg) as a ... Starting materials: C1(CCCCCCC1)CCC(=O)OCC (cyclooctanepropanoic acid, ethyl ester), [OH-].[K+] (KOH). The solvent is C(C)O (ethanol). Yields the product C1(CCCCCCC1)CCC(=O)O (Cyclooctanepropanoic acid). RXN SMILES: [CH:1]1([CH2:9][CH2:10][C:11]([O:13]CC)=[O:12])[CH2:8][CH2:7][CH2:6][CH2:5][CH2:4][CH2:3][CH2:2]1.[OH-].[K+]>C(O)C>[CH:1]1([CH2:9][CH2:10][C:11]([OH:13])=[O:12])[CH2:8][CH2:7][CH2:6][CH2:5][CH2:4][CH2:3][CH2:2]1 |f:1.2|. Procedure: To a solution of the crude cyclooctanepropanoic acid, ethyl ester in ethanol (200 mL) was added KOH (20 g). The resulting mixture was heated to reflux for 1.25 h, cooled to room temperature, and concentrated to remove the bulk of the ethanol. To the residue was added water (250 mL) and the solution was washed with CH2Cl2 (2×200 mL, discarded). The aqueous solution was made acidic with concentrated HCl (30 mL), with ice added to keep the mixture near room temperature. The solution was extracted w... Reactants: COC[C@H]1[C@]([C@H]1C=O)(C1=CC(=CC(=C1)C(C)C)C(C)C)C ((+)-(1S, 2R, 3R)-3-Methoxymethyl-2-methyl-2-(3,5-diisopropyl-phenyl)-cyclopropanecarbaldehyde), CC12C(OC(CC1)(C2(C)C)C(=O)OC[C@@H]2[C@@]([C@H]2COC)(C2=CC(=CC(=C2)C(C)C)C(C)C)C)=O ((1S, 2R, 3S)-3-Methoxymethyl-2-methyl-2-(3,5-diisopropyl-phenyl)-cyclopropylmethyl 4,7,7-trimethyl-3-oxo-2-oxa-bicyclo[2.2.1]heptane-1-carboxylate). The product is COC[C@@H]1[C@]([C@H]1C=O)(C1=CC(=CC(=C1)C(C)C)C(C)C)C ((+)-(1S, 2R, 3S)-3-Methoxymethyl-2-methyl-2-(3,5-diisopropyl-phenyl)-cyclopropanecarbaldehyde). The yield is 95.0%. As a reaction SMILES: [CH3:1][O:2][CH2:3][C@@H:4]1[C@H:6]([CH:7]=[O:8])[C@:5]1([CH3:21])[C:9]1[CH:14]=[C:13]([CH:15]([CH3:17])[CH3:16])[CH:12]=[C:11]([CH:18]([CH3:20])[CH3:19])[CH:10]=1.CC12C(C)(C)C(C(OC[C@H]3[C@H](COC)[C@@]3(C)C3C=C(C(C)C)C=C(C(C)C)C=3)=O)(CC1)OC2=O>>[CH3:1][O:2][CH2:3][C@H:4]1[C@H:6]([CH:7]=[O:8])[C@:5]1([CH3:21])[C:9]1[CH:10]=[C:11]([CH:18]([CH3:19])[CH3:20])[CH:12]=[C:13]([CH:15]([CH3:17])[CH3:16])[CH:14]=1. Procedure: Following a procedure similar to that for the preparation of Intermediate 45 but using Intermediate 43a as the starting material afforded the title compound (16 mg, 95% yield) as a colorless oil: Reported procedure: This compound is synthesized from 4-(6-fluoro-benzofuran-3-ylmethoxy)-1H-indole-2-carboxylic acid (106, see example 55) and amine 14 analogously to the method described in example 1. Product: Cl.Cl.O[C@@H]1[C@H](CN(CC1)CCN1CCC(CC1)NC(=O)C=1NC2=CC=CC(=C2C1)OCC1=COC2=C1C=CC(=C2)F)C (4-(6-Fluoro-benzofuran-3-ylmethoxy)-1H-indole-2-carboxylic acid {1-[2-((3S,4S)-4-hydroxy-3-methyl-piperidin-1-yl)-ethyl]-piperidin-4-yl}-amide dihydrochloride). The reactants are Cl.Cl.[C@H]1(CCCN2CCCC[C@H]12)CN1CCC(CC1)NC(=O)C=1NC2=CC=CC(=C2C1)OCC1=COC2=C1C=CC(=C2)F (4-(6-Fluoro-benzofuran-3-ylmethoxy)-1H-indole-2-carboxylic acid {1-[(1S,9aR)-1-(octahydro-quinolizin-1-yl)methyl]-piperidin-4-yl}-amide dihydrochloride), Cl.Cl.Cl.NC1CCN(CC1)CCN1C[C@@H]([C@H](CC1)O)C ((3S,4S)-1-[2-(4-Amino-piperidin-1-yl)-ethyl]-3-methyl-piperidin-4-ol tri-hydrochloride). RXN SMILES: [ClH:1].Cl.[C@H]1(C[N:14]2[CH2:19][CH2:18][CH:17]([NH:20][C:21]([C:23]3[NH:24][C:25]4[C:30]([CH:31]=3)=[C:29]([O:32][CH2:33][C:34]3[C:38]5[CH:39]=[CH:40][C:41]([F:43])=[CH:42][C:37]=5[O:36][CH:35]=3)[CH:28]=[CH:27][CH:26]=4)=[O:22])[CH2:16][CH2:15]2)[C@@H]2N(CCCC2)CCC1.Cl.Cl.Cl.NC1CCN([CH2:54][CH2:55][N:56]2[CH2:61][CH2:60][C@H:59]([OH:62])[C@@H:58]([CH3:63])[CH2:57]2)CC1>>[ClH:1].[ClH:1].[OH:62][C@H:59]1[CH2:60][CH2:61][N:56]([CH2:55][CH2:54][N:14]2[CH2:15][CH2:16][CH:17]([NH:20][C:21]([C:23]3[NH:24][C:25]4[C:30]([CH:31]=3)=[C:29]([O:32][CH2:33][C:34]3[C:38]5[CH:39]=[CH:40][C:41]([F:43])=[CH:42][C:37]=5[O:36][CH:35]=3)[CH:28]=[CH:27][CH:26]=4)=[O:22])[CH2:18][CH2:19]2)[CH2:57][C@@H:58]1[CH3:63] |f:0.1.2,3.4.5.6,7.8.9|. Starting materials: O[C@H]1C[C@H](N(C1)C(=O)OC(C)(C)C)C(=O)OC ((2S,4S)-1-tert-butyl 2-methyl 4-hydroxypyrrolidine-1,2-dicarboxylate), F[C@@H]1C[C@H](N(C1)C(=O)OC(C)(C)C)C(NC1=NC=CN=C1)=O ((2S,4R)-tert-Butyl 4-fluoro-2-(pyrazin-2-ylcarbamoyl)pyrrolidine-1-carboxylate), F[C@@H]1C[C@H](NC1)C(=O)NC1=NC=CN=C1 ((2S,4R)-4-Fluoro-N-(pyrazin-2-yl)pyrrolidine-2-carboxamide). Yields the product O[C@H]1C[C@H](NC1)C(=O)NC1=NC=CN=C1 ((2S,4S)-4-Hydroxy-N-(pyrazin-2-yl)pyrrolidine-2-carboxamide). As a reaction SMILES: [OH:1][C@@H:2]1[CH2:6][N:5](C(OC(C)(C)C)=O)[C@H:4]([C:14]([O:16]C)=O)[CH2:3]1.F[C@H]1CN(C(OC(C)(C)C)=O)[C@H](C(=O)[NH:32][C:33]2[CH:38]=[N:37][CH:36]=[CH:35][N:34]=2)C1.F[C@H]1CN[C@H](C(NC2C=NC=CN=2)=O)C1>>[OH:1][C@@H:2]1[CH2:6][NH:5][C@H:4]([C:14]([NH:32][C:33]2[CH:38]=[N:37][CH:36]=[CH:35][N:34]=2)=[O:16])[CH2:3]1. Procedure: (2S,4S)-4-Hydroxy-N-(pyrazin-2-yl)pyrrolidine-2-carboxamide 85A was prepared from (2S,4S)-1-tert-butyl 2-methyl 4-hydroxypyrrolidine-1,2-dicarboxylate as described for 65A and 65B. LC/MS [M+H]+: 209; Ret time (Method F): 0.27 min. Yields the product CC(C)c1cc(OCCCCCC(=O)OCc2ccccc2)cc2c1C(=O)N(COc1cc(C(F)(F)F)nn1-c1ccccc1)S2(=O)=O. As a reaction SMILES: [CH2:62]([Cl:63])[Cl:64].[CH:1]([CH3:2])([CH3:3])[c:4]1[cH:5][c:6]([OH:33])[cH:7][c:8]2[c:9]1[C:10](=[O:32])[N:11]([CH2:15][O:16][c:17]1[cH:18][c:19]([C:28]([F:29])([F:30])[F:31])[n:20][n:21]1-[c:22]1[cH:23][cH:24][cH:25][cH:26][cH:27]1)[S:12]2(=[O:13])=[O:14].[O:50]=[C:51]([O:52][CH2:53][CH3:54])[N:55]=[N:56][C:57]([O:58][CH2:59][CH3:60])=[O:61].[c:34]1([CH2:40][O:41][C:42]([CH2:43][CH2:44][CH2:45][CH2:46][CH2:47][OH:48])=[O:49])[cH:35][cH:36][cH:37][cH:38][cH:39]1>>[CH:1]([CH3:2])([CH3:3])[c:4]1[cH:5][c:6]([O:33][CH2:47][CH2:46][CH2:45][CH2:44][CH2:43][C:42]([O:41][CH2:40][c:34]2[cH:35][cH:36][cH:37][cH:38][cH:39]2)=[O:49])[cH:7][c:8]2[c:9]1[C:10](=[O:32])[N:11]([CH2:15][O:16][c:17]1[cH:18][c:19]([C:28]([F:29])([F:30])[F:31])[n:20][n:21]1-[c:22]1[cH:23][cH:24][cH:25][cH:26][cH:27]1)[S:12]2(=[O:13])=[O:14]. The reactants are ClCCl, CC(C)c1cc(O)cc2c1C(=O)N(COc1cc(C(F)(F)F)nn1-c1ccccc1)S2(=O)=O, CCOC(=O)N=NC(=O)OCC, O=C(CCCCCO)OCc1ccccc1.